This data is from the Open Reaction Database (ORD), a public repository of structured organic reaction records. The task is: describe an organic reaction: reactants, conditions, products, and yield Starting materials: CC1=NOC=C1C(=O)O (3-methyl-1,2-oxazole-4-carboxylic acid), acid chloride, acid chloride, COC1=CC=C(C=C1)C12N(C(C=3N(C1)C=C(C3)[N+](=O)[O-])=O)CCN2 (10a-(4-methoxyphenyl)-7-nitro-2,3,10,10a-tetrahydro-1H,5H-imidazo[1,2-a]pyrrolo[1,2-d]pyrazin-5-one), C(C(=O)Cl)(=O)Cl (oxalyl chloride). Reagents/catalysts: CN(C)C=O (DMF). The solvent is C(Cl)Cl (CH2Cl2), N1=CC=CC=C1 (pyridine), N1=CC=CC=C1 (pyridine). Reaction conditions: temperature 0 celsius, time 15 minute. Yields the product COC1=CC=C(C=C1)C12N(C(C=3N(C1)C=C(C3)[N+](=O)[O-])=O)CCN2C(=O)C=2C(=NOC2)C (10a-(4-methoxyphenyl)-1-[(3-methyl-1,2-oxazol-4-yl)carbonyl]-7-nitro-2,3,10,10a-tetrahydro-1H,5H-imidazo[1,2-a]pyrrolo[1,2-d]pyrazin-5-one). Yield: 67.0%. RXN SMILES: C(Cl)(=O)C(Cl)=O.[CH3:7][C:8]1[C:12]([C:13]([OH:15])=O)=[CH:11][O:10][N:9]=1.[CH3:16][O:17][C:18]1[CH:23]=[CH:22][C:21]([C:24]23[NH:39][CH2:38][CH2:37][N:25]2[C:26](=[O:36])[C:27]2[N:28]([CH:30]=[C:31]([N+:33]([O-:35])=[O:34])[CH:32]=2)[CH2:29]3)=[CH:20][CH:19]=1>CN(C=O)C.C(Cl)Cl.N1C=CC=CC=1>[CH3:16][O:17][C:18]1[CH:23]=[CH:22][C:21]([C:24]23[N:39]([C:13]([C:12]4[C:8]([CH3:7])=[N:9][O:10][CH:11]=4)=[O:15])[CH2:38][CH2:37][N:25]2[C:26](=[O:36])[C:27]2[N:28]([CH:30]=[C:31]([N+:33]([O-:35])=[O:34])[CH:32]=2)[CH2:29]3)=[CH:20][CH:19]=1. Reported procedure: To generate the acid chloride, oxalyl chloride (600 μL, 7.0 mmol) and DMF (1 drop) were added to 3-methyl-1,2-oxazole-4-carboxylic acid (441 mg, 3.47 mmol) in CH2Cl2 (6 mL) at 0° C. The suspension was allowed to stir 15 minutes at 0° C. followed by 1 hour at room temperature. The resulting solution was concentrated in vacuo (without heating) to give a oil that was further dried under nitrogen. To a chilled suspension of the acid chloride (generated as above, 3.47 mmol) in pyridine (3 mL) was add... The reactants are CO, Nc1ccc(Oc2cc(Cl)ncn2)cc1F, N, C1CCOC1. Yields the product Nc1cc(Oc2ccc(N)c(F)c2)ncn1. As a reaction SMILES: [CH3:23][OH:24].[NH2:1][c:2]1[c:3]([F:16])[cH:4][c:5]([O:6][c:7]2[n:8][cH:9][n:10][c:11]([Cl:13])[cH:12]2)[cH:14][cH:15]1.[NH3:17].[O:18]1[CH2:19][CH2:20][CH2:21][CH2:22]1>>[NH2:1][c:2]1[c:3]([F:16])[cH:4][c:5]([O:6][c:7]2[n:8][cH:9][n:10][c:11]([NH2:17])[cH:12]2)[cH:14][cH:15]1. The reactants are [OH-].[Na+] (sodium hydroxide), BrCCCCCBr (1,5-dibromopentane), OC1=CC=C(C(=O)C2=CC=CC=C2)C=C1 (4-hydroxybenzophenone). The reagents and catalysts are [Br-].C(CCC)[N+](CCCC)(CCCC)CCCC (tetrabutylammonium bromide). Run in C(Cl)Cl (methylene chloride). Conditions: time 8 hour. Yields the product BrCCCCCOC1=CC=C(C(=O)C2=CC=CC=C2)C=C1 (4-[(5-bromopentyl)oxy]benzophenone). The yield is 77.7%. Reaction SMILES: [OH-].[Na+].Br[CH2:4][CH2:5][CH2:6][CH2:7][CH2:8][Br:9].[OH:10][C:11]1[CH:24]=[CH:23][C:14]([C:15]([C:17]2[CH:22]=[CH:21][CH:20]=[CH:19][CH:18]=2)=[O:16])=[CH:13][CH:12]=1>[Br-].C([N+](CCCC)(CCCC)CCCC)CCC.C(Cl)Cl>[Br:9][CH2:8][CH2:7][CH2:6][CH2:5][CH2:4][O:10][C:11]1[CH:12]=[CH:13][C:14]([C:15]([C:17]2[CH:22]=[CH:21][CH:20]=[CH:19][CH:18]=2)=[O:16])=[CH:23][CH:24]=1 |f:0.1,4.5|. Reported procedure: 100 ml of a 10 percent aqueous sodium hydroxide solution were added to a solution of 34.5 g of 1,5-dibromopentane, 9.9 g of 4-hydroxybenzophenone and 1.6 g of tetrabutylammonium bromide in 100 ml of methylene chloride. The heterogeneous mixture was stirred at room temperature overnight. The organic phase was separated, dried over sodium sulphate and evaporated. By chromatography of the residue on silica gel with hexane:ethyl acetate (7:3) there were obtained 13.47 g (78%) of 4-[(5-bromopentyl)ox... Starting materials: B(O)(O)O (boric acid), C(CCCCCCCCCCCCCCCCC)N (octadecylamine), C1C(C2=CC=CC=C2)O1 (styrene oxide). Run in O (water), O (water), O (water), O (water). The product is [B] (boron), OB1OC(CN(CC(O1)C1=CC=CC=C1)CCCCCCCCCCCCCCCCCC)C1=CC=CC=C1 (1-hydroxy-3,7-diphenyl-5-octadecyl-5-aza-1-bora-2,8-dioxacyclooctane). The yield is 195.7%. Reaction SMILES: [CH2:1]([NH2:19])[CH2:2][CH2:3][CH2:4][CH2:5][CH2:6][CH2:7][CH2:8][CH2:9][CH2:10][CH2:11][CH2:12][CH2:13][CH2:14][CH2:15][CH2:16][CH2:17][CH3:18].[CH2:20]1[O:28][CH:21]1[C:22]1[CH:27]=[CH:26][CH:25]=[CH:24][CH:23]=1.[B:29]([OH:32])(O)[OH:30]>O>[B:29].[OH:30][B:29]1[O:28][CH:21]([C:22]2[CH:23]=[CH:24][CH:25]=[CH:26][CH:27]=2)[CH2:20][N:19]([CH2:1][CH2:2][CH2:3][CH2:4][CH2:5][CH2:6][CH2:7][CH2:8][CH2:9][CH2:10][CH2:11][CH2:12][CH2:13][CH2:14][CH2:15][CH2:16][CH2:17][CH3:18])[CH2:20][CH:21]([C:22]2[CH:27]=[CH:26][CH:25]=[CH:24][CH:23]=2)[O:32]1. Reported procedure: A boron compound of the invention is prepared by adding 17,093 grams of octadecylamine and 15,362 grams of styrene oxide to a 65-liter, round-bottomed flask that contains 13 liters of tollene and 1 liter of water. The flask is fitted with a water-cooled condenser and placed in a heating mantle. The mixture thus formed is refluxed at a moderate rate for 24 hours. The reaction is cooled to room temperature and 4,033 grams of boric acid are added to the flask. Next, the flask is fitted with a Dean-... As a reaction SMILES: [C:38](=[O:39])([O-:40])[O-:41].[CH2:15]([CH3:16])[O:17][c:18]1[n:19][n:20]([CH2:30][c:31]2[cH:32][cH:33][c:34]([OH:37])[cH:35][cH:36]2)[cH:21][c:22]1[CH2:23][CH2:24][C:25](=[O:26])[O:27][CH2:28][CH3:29].[CH3:44][N:45]([CH3:46])[CH:47]=[O:48].[Cl:1][CH2:2][c:3]1[c:4]([CH3:14])[n:5][n:6](-[c:8]2[n:9][cH:10][cH:11][cH:12][cH:13]2)[cH:7]1.[K+:42].[K+:43].[OH2:49]>>[CH2:2]([c:3]1[c:4]([CH3:14])[n:5][n:6](-[c:8]2[n:9][cH:10][cH:11][cH:12][cH:13]2)[cH:7]1)[O:37][c:34]1[cH:33][cH:32][c:31]([CH2:30][n:20]2[n:19][c:18]([O:17][CH2:15][CH3:16])[c:22]([CH2:23][CH2:24][C:25](=[O:26])[O:27][CH2:28][CH3:29])[cH:21]2)[cH:36][cH:35]1. Product: CCOC(=O)CCc1cn(Cc2ccc(OCc3cn(-c4ccccn4)nc3C)cc2)nc1OCC. Reactants: O=C([O-])[O-], CCOC(=O)CCc1cn(Cc2ccc(O)cc2)nc1OCC, CN(C)C=O, Cc1nn(-c2ccccn2)cc1CCl, [K+], [K+], O. The reactants are FC(C(=O)O)(F)F (trifluoroacetic acid), solution, Cl (hydrochloric acid), ClC1=CC=C(C=C1)S(=O)(=O)C1(CCN(CC1)C(=O)OC(C)(C)C)C1=C(C=CC(=C1)F)F (t-butyl 4-[(4-chlorophenyl)sulfonyl]-4-(2,5-difluorophenyl)-1-piperidinecarboxylate). The solvent is C(C)OCC (diethyl ether), C(C)O (ethanol), ClCCl (dichloromethane). Conditions: time 2 hour. Product: Cl.ClC1=CC=C(C=C1)S(=O)(=O)C1(CCNCC1)C1=C(C=CC(=C1)F)F (4-[(4-Chlorophenyl)sulfonyl]-4-(2,5-difluorophenyl)piperidine Hydrochloride). The yield is 199.7%. As a reaction SMILES: [Cl:1][C:2]1[CH:7]=[CH:6][C:5]([S:8]([C:11]2([C:24]3[CH:29]=[C:28]([F:30])[CH:27]=[CH:26][C:25]=3[F:31])[CH2:16][CH2:15][N:14](C(OC(C)(C)C)=O)[CH2:13][CH2:12]2)(=[O:10])=[O:9])=[CH:4][CH:3]=1.FC(F)(F)C(O)=O.Cl>ClCCl.C(O)C.C(OCC)C>[ClH:1].[Cl:1][C:2]1[CH:7]=[CH:6][C:5]([S:8]([C:11]2([C:24]3[CH:29]=[C:28]([F:30])[CH:27]=[CH:26][C:25]=3[F:31])[CH2:16][CH2:15][NH:14][CH2:13][CH2:12]2)(=[O:9])=[O:10])=[CH:4][CH:3]=1 |f:6.7|. Reported procedure: In dichloromethane (100 ml) was dissolved t-butyl 4-[(4-chlorophenyl)sulfonyl]-4-(2,5-difluorophenyl)-1-piperidinecarboxylate (3.17 g, 6.72 mmol), followed by the dropwise addition of trifluoroacetic acid (10.0 ml) under ice cooling. After stirring at room temperature for 2 hours, the reaction mixture was concentrated under reduced pressure. To the residue thus obtained was added a 1N solution (30 ml) of hydrochloric acid in ethanol. The resulting mixture was concentrated under reduced pressure ...